This data is from the Open Reaction Database (ORD), a public repository of structured organic reaction records. The task is: describe an organic reaction: reactants, conditions, products, and yield Starting materials: NC(OC)=NC(OC)=O (methyl N-(1-amino-1-methoxymethylene)carbamate), ClC1=CC=C(C=C1)N=C=O (4-chlorophenyl isocyanate). Reaction conditions: time 8 hour. RXN SMILES: [NH2:1][C:2](=[N:5][C:6](=[O:9])[O:7][CH3:8])[O:3][CH3:4].[Cl:10][C:11]1[CH:16]=[CH:15][C:14]([N:17]=[C:18]=[O:19])=[CH:13][CH:12]=1>C(Cl)Cl>[Cl:10][C:11]1[CH:16]=[CH:15][C:14]([NH:17][C:18](=[O:19])[NH:1][C:2](=[N:5][C:6]([O:7][CH3:8])=[O:9])[O:3][CH3:4])=[CH:13][CH:12]=1. Reported procedure: To 13 parts of this methyl N-(1-amino-1-methoxymethylene)carbamate, m.p. 36°-39.5° in 140 parts of methylene chloride is added 15 parts of 4-chlorophenyl isocyanate. The reaction mixture is stirred overnight and the solution filtered to give 10 parts of methyl 4-(4-chlorophenyl)-N-methoxycarbonylallophanimidate melting at 170° dec. Yields the product 10, ClC1=CC=C(C=C1)NC(NC(OC)=NC(=O)OC)=O (methyl 4-(4-chlorophenyl)-N-methoxycarbonylallophanimidate). Solvent: C(Cl)Cl (methylene chloride).